From a dataset of the Open Reaction Database (ORD), a public repository of structured organic reaction records. describe an organic reaction: reactants, conditions, products, and yield Solvent: Cl.C(C)O (hydrochloride ethanol). Reactants: C(C)(C)(C)OC(=O)NCCCNC(=O)COC=1C=C(CNC2=NC3=C(N2[C@H]2[C@H](O)[C@H](O)[C@H](O2)CO)C=CC=C3)C=CC1 (2-{3-[(3-t-Butoxycarbonylaminopropylcarbamoyl)methoxy]benzylamino}-1-(β-D-ribofuranosyl)-1H-benzimidazole). Yields the product NCCCNC(=O)COC=1C=C(CNC2=NC3=C(N2[C@H]2[C@H](O)[C@H](O)[C@H](O2)CO)C=CC=C3)C=CC1 (2-{3-[(3-Aminopropylcarbamoyl)methoxy]benzylamino}-1-(β-D-ribofuranosyl)-1H-benzimidazole). RXN SMILES: C(OC([NH:8][CH2:9][CH2:10][CH2:11][NH:12][C:13]([CH2:15][O:16][C:17]1[CH:18]=[C:19]([CH:40]=[CH:41][CH:42]=1)[CH2:20][NH:21][C:22]1[N:26]([C@@H:27]2[O:33][C@H:32]([CH2:34][OH:35])[C@@H:30]([OH:31])[C@H:28]2[OH:29])[C:25]2[CH:36]=[CH:37][CH:38]=[CH:39][C:24]=2[N:23]=1)=[O:14])=O)(C)(C)C>Cl.C(O)C>[NH2:8][CH2:9][CH2:10][CH2:11][NH:12][C:13]([CH2:15][O:16][C:17]1[CH:18]=[C:19]([CH:40]=[CH:41][CH:42]=1)[CH2:20][NH:21][C:22]1[N:26]([C@@H:27]2[O:33][C@H:32]([CH2:34][OH:35])[C@@H:30]([OH:31])[C@H:28]2[OH:29])[C:25]2[CH:36]=[CH:37][CH:38]=[CH:39][C:24]=2[N:23]=1)=[O:14] |f:1.2|. Conditions: time 30 minute. Yield: 72.4%. Procedure: 2-{3-[(3-t-Butoxycarbonylaminopropylcarbamoyl)methoxy]benzylamino}-1-(β-D-ribofuranosyl)-1H-benzimidazole (15 mg) was dissolved in 22% hydrochloride-ethanol solution, and the mixture was stirred at room temperature for 30 minutes. The reaction mixture was concentrated under reduced pressure, and the obtained residue was purified by preparative reverse phase column chromatography (Shiseido CAPSELL PAC C18UG80, 5 μm, 20×50 mm, flow rate 30 mL/minutes linear gradient, water/methanol=90/10-10/90) to... Product: COC1=C(C=C(C=N1)C#CCN(C)C)[N+](=O)[O-] (3-(6-methoxy-5-nitropyridin-3-yl)-N,N-dimethylprop-2-yn-1-amine). Reaction conditions: temperature 50 celsius, time 4 hour. Reactants: BrC=1C=C(C(=NC1)OC)[N+](=O)[O-] (5-bromo-2-methoxy-3-nitropyridine), 2-dicyclohexylphosphino-2′,4′,6′-tri-i-propyl-1-1′-biphenyl, C([O-])([O-])=O.[Cs+].[Cs+] (cesium carbonate), C(C#C)N(C)C (propargyl(dimethylamine)). RXN SMILES: Br[C:2]1[CH:3]=[C:4]([N+:10]([O-:12])=[O:11])[C:5]([O:8][CH3:9])=[N:6][CH:7]=1.C(=O)([O-])[O-].[Cs+].[Cs+].[CH2:19]([N:22]([CH3:24])[CH3:23])[C:20]#[CH:21]>CN(C=O)C.CC#N.CC#N.Cl[Pd]Cl>[CH3:9][O:8][C:5]1[N:6]=[CH:7][C:2]([C:21]#[C:20][CH2:19][N:22]([CH3:24])[CH3:23])=[CH:3][C:4]=1[N+:10]([O-:12])=[O:11] |f:1.2.3,6.7.8|. Run in CN(C)C=O (DMF). Reported procedure: To a solution of 5-bromo-2-methoxy-3-nitropyridine (1.50 g, 6.44 mmol) in DMF (30 mL) were added bis(acetonitrile)palladium(II)chloride (83.5 mg, 0.322 mmol), 2-dicyclohexylphosphino-2′,4′,6′-tri-i-propyl-1-1′-biphenyl (399 mg, 0.837 mmol), cesium carbonate (4.19 g, 12.9 mmol) and propargyl(dimethylamine) (0.832 mL, 7.72 mmol). The reaction mixture was flushed with nitrogen gas and allowed to stir for 4 h at 50° C. The reaction mixture was diluted with EtOAc and washed with brine, dried over Na2... The reagents and catalysts are CC#N.CC#N.Cl[Pd]Cl (bis(acetonitrile)palladium(II)chloride). Yield: 27.1%.